The task is: describe an organic reaction: reactants, conditions, products, and yield. This data is from the Open Reaction Database (ORD), a public repository of structured organic reaction records. Reactants: CS(=O)(=O)C1=CC=C(C(=O)O)C=C1 (4-(methylsulfonyl)benzoic acid), CS(=O)(=O)O (methanesulfonic acid). Yields the product CS(=O)(=O)C1=CC=C(C(=O)OO)C=C1 (4-(methylsulfonyl)peroxybenzoic acid). As a reaction SMILES: [CH3:1][S:2]([C:5]1[CH:13]=[CH:12][C:8]([C:9]([OH:11])=[O:10])=[CH:7][CH:6]=1)(=[O:4])=[O:3].CS(O)(=O)=[O:16]>>[CH3:1][S:2]([C:5]1[CH:13]=[CH:12][C:8]([C:9]([O:11][OH:16])=[O:10])=[CH:7][CH:6]=1)(=[O:3])=[O:4]. Procedure details: A stirred mixture of 5 g of 4-(methylsulfonyl)benzoic acid and 50 mL of methanesulfonic acid froze when it was cooled in an ice bath. The ice bath was removed and when the mixture was partially melted, stirring was resumed and the addition of 2.83 g of 90% hydrogen peroxide was started. The 90% hydrogen peroxide was added gradually over ten minutes. When the addition of the hydrogen peroxide was completed, the reaction mixture was still partially frozen. A water bath of cold tap water was used t... Reactants: CCI, [K+], [K+], O=C([O-])[O-], CN(C)C=O, O, Nc1ncnc2[nH]nc(-c3ccc4ccccc4c3)c12. The product is CCn1nc(-c2ccc3ccccc3c2)c2c(N)ncnc21. Reaction SMILES: [CH2:27]([CH3:28])[I:29].[K+:21].[K+:22].[O-:23][C:24]([O-:25])=[O:26].[O:31]=[CH:32][N:33]([CH3:34])[CH3:35].[OH2:30].[cH:1]1[c:2](-[c:11]2[n:12][nH:13][c:14]3[n:15][cH:16][n:17][c:18]([NH2:20])[c:19]23)[cH:3][cH:4][c:5]2[cH:6][cH:7][cH:8][cH:9][c:10]12>>[cH:1]1[c:2](-[c:11]2[n:12][n:13]([CH2:27][CH3:28])[c:14]3[n:15][cH:16][n:17][c:18]([NH2:20])[c:19]23)[cH:3][cH:4][c:5]2[cH:6][cH:7][cH:8][cH:9][c:10]12. Yields the product COC(=O)C=Cc1ccc(C2=C(c3ccccc3)CCc3ccccc32)cc1. As a reaction SMILES: [BH:24]([OH:25])[OH:26].[CH3:1][O:2][C:3]([CH:4]=[CH:5][c:6]1[cH:7][cH:8][c:9]([C:12]2=[C:13]([Br:22])[CH2:14][CH2:15][c:16]3[cH:17][cH:18][cH:19][cH:20][c:21]32)[cH:10][cH:11]1)=[O:23].[cH:27]1[cH:28][cH:29][cH:30][cH:31][cH:32]1>>[CH3:1][O:2][C:3]([CH:4]=[CH:5][c:6]1[cH:7][cH:8][c:9]([C:12]2=[C:13]([c:27]3[cH:28][cH:29][cH:30][cH:31][cH:32]3)[CH2:14][CH2:15][c:16]3[cH:17][cH:18][cH:19][cH:20][c:21]32)[cH:10][cH:11]1)=[O:23]. Starting materials: OBO, COC(=O)C=Cc1ccc(C2=C(Br)CCc3ccccc32)cc1, c1ccccc1. Reactants: ClC1=CC=C(C(=O)NN)C=C1 (4-chlorobenzoic acid, hydrazide), C1CCOC1 (THF), C(C1=CC=CC=C1)N=C=O (benzyl isocyanate). The solvent is CCOCC (ether). Run at time 8 hour. The product is ClC1=CC=C(C(=O)NNC(=O)NCC2=CC=CC=C2)C=C1 (1-(4-Chlorobenzoyl)-4-benzylsemicarbazide). Reaction SMILES: [Cl:1][C:2]1[CH:11]=[CH:10][C:5]([C:6]([NH:8][NH2:9])=[O:7])=[CH:4][CH:3]=1.C1COCC1.[CH2:17]([N:24]=[C:25]=[O:26])[C:18]1[CH:23]=[CH:22][CH:21]=[CH:20][CH:19]=1>CCOCC>[Cl:1][C:2]1[CH:11]=[CH:10][C:5]([C:6]([NH:8][NH:9][C:25]([NH:24][CH2:17][C:18]2[CH:23]=[CH:22][CH:21]=[CH:20][CH:19]=2)=[O:26])=[O:7])=[CH:4][CH:3]=1. Reported procedure: A stirred suspension of 4-chlorobenzoic acid, hydrazide (10.4932 g, 6.1508×10-2 mole) and dry THF (240 mL) was warmed with a heat gun until it was homogenous. To this stirred solution was added benzyl isocyanate (7.8 ml, 6.3×10-2 mole). After stirring overnight at room temperature, the reaction was diluted with ether. The precipitate was collected by filtration, washed with a little ether, and dried by suction Crystallization from ethanol afforded small colorless needles 15.69 g (84%), mp 244°-2... Starting materials: N1=C2C(=NC=C1)NC=C2 (5H-pyrrolo[2,3-b]pyrazine), BrBr (Br2). The solvent is C(Cl)(Cl)Cl (chloroform), C(Cl)(Cl)(Cl)Cl (carbon tetrachloride). Run at time 1.5 hour. Product: BrC1=CNC2=NC=CN=C21 (7-bromo-5H-pyrrolo[2,3-b]pyrazine). Reaction SMILES: [N:1]1[CH:6]=[CH:5][N:4]=[C:3]2[NH:7][CH:8]=[CH:9][C:2]=12.[Br:10]Br>C(Cl)(Cl)Cl.C(Cl)(Cl)(Cl)Cl>[Br:10][C:9]1[C:2]2[C:3](=[N:4][CH:5]=[CH:6][N:1]=2)[NH:7][CH:8]=1. Procedure details: 7-Bromo-5H-pyrrolo[2,3-b]pyrazine (4) is prepared by dissolving 5H-pyrrolo[2,3-b]pyrazine (3) in chloroform and slowly adding Br2 in carbon tetrachloride at 0° C. After stirring for 1-2 hours, the reaction may be quenched in aqueous hydrochloric acid. Isolation by conventional means (e.g. extraction and silica gel chromatography) provides compound 4. Conditions: temperature 25 celsius, time 24 hour. Starting materials: C(C)(C)(C)OC(NC=1SC=2CN(CCC2N1)C(C(F)(F)F)=O)=O ([5-(2,2,2-trifluoro-acetyl)-4,5,6,7-tetrahydro-thiazolo[5,4-c]pyridin-2-yl]-carbamic acid tert-butyl ester), C([O-])([O-])=O.[K+].[K+] (potassium carbonate). Yields the product C(C)(C)(C)OC(NC=1SC=2CNCCC2N1)=O ((4,5,6,7-Tetrahydro-thiazolo[5,4-c]pyridin-2-yl)-carbamic acid tert-butyl ester). Procedure details: To a suspension of [5-(2,2,2-trifluoro-acetyl)-4,5,6,7-tetrahydro-thiazolo[5,4-c]pyridin-2-yl]-carbamic acid tert-butyl ester (3.50 g, 9.86 mmol) in MeOH (75 mL) is added a solution of potassium carbonate (13.8 g; 98.6 mmol) in water (125 mL) and the reaction stirred at about 25° C. for 24 hours. The suspension is concentrated and the residue suspended in EtOAc (300 mL). This is washed with sat. NH4Cl (300 mL) then brine (100 mL). Solid product forms in the EtOAc layer. This is filtered off as c... The solvent is CO (MeOH), O (water). Reaction SMILES: [C:1]([O:5][C:6](=[O:23])[NH:7][C:8]1[S:9][C:10]2[CH2:11][N:12](C(=O)C(F)(F)F)[CH2:13][CH2:14][C:15]=2[N:16]=1)([CH3:4])([CH3:3])[CH3:2].C(=O)([O-])[O-].[K+].[K+]>CO.O>[C:1]([O:5][C:6](=[O:23])[NH:7][C:8]1[S:9][C:10]2[CH2:11][NH:12][CH2:13][CH2:14][C:15]=2[N:16]=1)([CH3:4])([CH3:2])[CH3:3] |f:1.2.3|.